The task is: describe an organic reaction: reactants, conditions, products, and yield. This data is from the Open Reaction Database (ORD), a public repository of structured organic reaction records. The product is BrC1=CC=C(O[C@H](C(=O)OCC)C)C=C1 ((2S)-2-(4-Bromophenoxy)propionic acid, ethyl ester). Reaction SMILES: CCOC(/N=N/C(OCC)=O)=O.C1(P(C2C=CC=CC=2)C2C=CC=CC=2)C=CC=CC=1.[C:32]([O:37][CH2:38][CH3:39])(=[O:36])[C@@H:33]([CH3:35])[OH:34].[Br:40][C:41]1[CH:46]=[CH:45][C:44](O)=[CH:43][CH:42]=1>O1CCCC1>[Br:40][C:41]1[CH:46]=[CH:45][C:44]([O:34][C@@H:33]([CH3:35])[C:32]([O:37][CH2:38][CH3:39])=[O:36])=[CH:43][CH:42]=1. Reported procedure: Prepared according to the method described in Example 1a) from diethylazodicarboxylate (6.7 ml), triphenylphosphine (13.11 g), (R)-(+)-ethyl lactate (5.67 ml) and 4-bromophenol (8.65 g) in dry tetrahydrofuran (125 ml). The residue obtained after work-up was purified by column chromatography over silica eluting with isohexane:dichloromethane (2:3) to give the sub-title compound as an oil (12.2 g). Starting materials: CCOC(=O)/N=N/C(=O)OCC (diethylazodicarboxylate), BrC1=CC=C(C=C1)O (4-bromophenol), C1(=CC=CC=C1)P(C1=CC=CC=C1)C1=CC=CC=C1 (triphenylphosphine), C([C@H](O)C)(=O)OCC ((R)-(+)-ethyl lactate). Solvent: O1CCCC1 (tetrahydrofuran). The reactants are BrC=1C=C2C(=NC1)N(C=C2C2=CC=C(C=C2)F)S(=O)(=O)C2=CC=C(C=C2)C (5-Bromo-3-(4-fluoro-phenyl)-1-(toluene-4-sulfonyl)-1H-pyrrolo[2,3-b]pyridine), CCOC(=O)C (EtOAc), COC=1C=C(C=C(C1OC)OC)B(O)O (3,4,5-trimethoxyphenylboronic acid), C(=O)([O-])[O-].[Na+].[Na+] (Na2CO3). The reagents and catalysts are Cl[Pd]([P](C1=CC=CC=C1)(C2=CC=CC=C2)C3=CC=CC=C3)([P](C4=CC=CC=C4)(C5=CC=CC=C5)C6=CC=CC=C6)Cl (dichlorobis(triphenylphosphine)palladium). Solvent: CC#N (CH3CN). Product: FC1=CC=C(C=C1)C1=CNC2=NC=C(C=C21)C2=CC(=C(C(=C2)OC)OC)OC (3-(4-fluoro-phenyl)-5-(3,4,5-trimethoxy-phenyl)-1H-pyrrolo[2,3-b]pyridine). The yield is 28.7%. RXN SMILES: Br[C:2]1[CH:3]=[C:4]2[C:10]([C:11]3[CH:16]=[CH:15][C:14]([F:17])=[CH:13][CH:12]=3)=[CH:9][N:8](S(C3C=CC(C)=CC=3)(=O)=O)[C:5]2=[N:6][CH:7]=1.[CH3:28][O:29][C:30]1[CH:31]=[C:32](B(O)O)[CH:33]=[C:34]([O:38][CH3:39])[C:35]=1[O:36][CH3:37].C([O-])([O-])=O.[Na+].[Na+].CCOC(C)=O>CC#N.Cl[Pd](Cl)([P](C1C=CC=CC=1)(C1C=CC=CC=1)C1C=CC=CC=1)[P](C1C=CC=CC=1)(C1C=CC=CC=1)C1C=CC=CC=1>[F:17][C:14]1[CH:13]=[CH:12][C:11]([C:10]2[C:4]3[C:5](=[N:6][CH:7]=[C:2]([C:32]4[CH:33]=[C:34]([O:38][CH3:39])[C:35]([O:36][CH3:37])=[C:30]([O:29][CH3:28])[CH:31]=4)[CH:3]=3)[NH:8][CH:9]=2)=[CH:16][CH:15]=1 |f:2.3.4,^1:60,79|. Procedure details: 5-Bromo-3-(4-fluoro-phenyl)-1-(toluene-4-sulfonyl)-1H-pyrrolo[2,3-b]pyridine (37 mg, 0.083 mmol), 3,4,5-trimethoxyphenylboronic acid (21 mg, 0.1 mmol) and dichlorobis(triphenylphosphine)palladium (II) (3 mg, 0.004 mmol) were combined in CH3CN (1.5 ml) and 1 M Na2CO3 (2 ml) and reacted in a microwave reactor for 20 min at 150° C. EtOAc was added and the mixture was washed with water, dried, evaporated and purified by silica gel chromatography using 0-2% MeOH:DCM to yield 9 mg (29%) of the title c...